From a dataset of the Open Reaction Database (ORD), a public repository of structured organic reaction records. describe an organic reaction: reactants, conditions, products, and yield The reactants are ClC1=CC(=CC=C1)C(=O)OO (m-chloroperbenzoic acid), ClC1=NC=C(C=C1)CSC (2-chloro-5-[(methylthio)methyl]pyridine), CO (Methanol). The solvent is C(Cl)(Cl)Cl (chloroform), C(Cl)(Cl)Cl (chloroform), ice water. Reaction conditions: time 1 hour. The product is ClC1=NC=C(C=C1)CS(=O)C (2-chloro-5-[(methylsulfinyl)methyl]pyridine). Yield: 100.2%. As a reaction SMILES: [Cl:1][C:2]1[CH:7]=[CH:6][C:5]([CH2:8][S:9][CH3:10])=[CH:4][N:3]=1.ClC1C=CC=C(C(OO)=[O:19])C=1.CO>C(Cl)(Cl)Cl>[Cl:1][C:2]1[CH:7]=[CH:6][C:5]([CH2:8][S:9]([CH3:10])=[O:19])=[CH:4][N:3]=1. Procedure: To a solution of 2-chloro-5-[(methylthio)methyl]pyridine (A) (7.60 g, 40 mmol) in chloroform (100 mL) cooled in ice-water bath was added a solution of 70-75% m-chloroperbenzoic acid (mCPBA, 10.51 g, ca 44 mmol) in chloroform (110 mL) over a period of 1.5 h under stirring. The stirring was continued for another 1 h at 0° C. Methanol (12 mL) was added to the mixture, which was then bubbled with ammonia gas to precipitate the benzoic acid and the extra mCPBA if any. TLC showed there was small amoun... Starting materials: CC1=NC(NC(C1)(C)C)(C)C (acetonine), CC(=O)C (acetone), Cl (hydrogen chloride). Solvent: CO (methanol). Reaction conditions: temperature 60 celsius. The product is CC1(CC(=O)CC(N1)(C)C)C (triacetonamine). Isolated yield 140.0%. Reaction SMILES: [CH3:1][C:2]1[CH2:7][C:6]([CH3:9])([CH3:8])[NH:5][C:4]([CH3:11])([CH3:10])N=1.CC(C)=[O:14].Cl>CO>[CH3:10][C:4]1([CH3:11])[NH:5][C:6]([CH3:9])([CH3:8])[CH2:7][C:2](=[O:14])[CH2:1]1. Procedure details: A solution of 19.2 g. of acetonine in 70 g. of acetone was added with 7 g. of methanol. Then, 0.9 g. of dry gaseous hydrogen chloride was introduced therein and absorbed. The solution was sealed and heated at 60°C. for 10 hours to effect the reaction. After completion of the reaction, the reaction mixture was purified in the same manner as in Example 1 to obtain triacetonamine in a yield of 140%. Reactants: C(C=C)OC=1C=C(OC2=CC=C(CNC3=C(C(=CC=C3)[N+](=O)[O-])C)C=C2)C=CC1Br (N-{4-[3-(allyloxy)-4-bromophenoxy]benzyl}-N-(2-methyl-3-nitrophenyl)amine), C(C1=CC=CC=C1)Br (benzylbromide). Yields the product C(C=C)OC=1C=C(OC2=CC=C(CN(C3=C(C(=CC=C3)[N+](=O)[O-])C)CC3=CC=CC=C3)C=C2)C=CC1Br (N-{4-[3-(allyloxy)-4-bromophenoxy]benzyl}-N-benzyl-N-(2-methyl-3-nitrophenyl)amine). As a reaction SMILES: [CH2:1]([O:4][C:5]1[CH:6]=[C:7]([CH:27]=[CH:28][C:29]=1[Br:30])[O:8][C:9]1[CH:26]=[CH:25][C:12]([CH2:13][NH:14][C:15]2[CH:20]=[CH:19][CH:18]=[C:17]([N+:21]([O-:23])=[O:22])[C:16]=2[CH3:24])=[CH:11][CH:10]=1)[CH:2]=[CH2:3].[CH2:31](Br)[C:32]1[CH:37]=[CH:36][CH:35]=[CH:34][CH:33]=1>>[CH2:1]([O:4][C:5]1[CH:6]=[C:7]([CH:27]=[CH:28][C:29]=1[Br:30])[O:8][C:9]1[CH:26]=[CH:25][C:12]([CH2:13][N:14]([CH2:31][C:32]2[CH:37]=[CH:36][CH:35]=[CH:34][CH:33]=2)[C:15]2[CH:20]=[CH:19][CH:18]=[C:17]([N+:21]([O-:23])=[O:22])[C:16]=2[CH3:24])=[CH:11][CH:10]=1)[CH:2]=[CH2:3]. Reported procedure: The product from example 63D and benzylbromide were processed as described in Example 6B to provide the title compound. Reactants: O=C1CCC(=O)N1Br, Br, COC(=O)Cc1cccc(Cl)c1, ClC(Cl)Cl. Yields the product COC(=O)C(Br)c1cccc(Cl)c1. RXN SMILES: [Br:13][N:14]1[C:15](=[O:16])[CH2:17][CH2:18][C:19]1=[O:20].[BrH:21].[CH3:1][O:2][C:3]([CH2:4][c:5]1[cH:6][c:7]([Cl:11])[cH:8][cH:9][cH:10]1)=[O:12].[CH:22]([Cl:23])([Cl:24])[Cl:25]>>[CH3:1][O:2][C:3]([CH:4]([c:5]1[cH:6][c:7]([Cl:11])[cH:8][cH:9][cH:10]1)[Br:13])=[O:12].